From a dataset of the Open Reaction Database (ORD), a public repository of structured organic reaction records. describe an organic reaction: reactants, conditions, products, and yield Reactants: C(C)(C)(C)OC(C1=CC=C(C=C1)NC1CCN(CC1)C1=NC2=CC(=C(C=C2C(=N1)N)OC)OC)=O (4-[1-(4-Amino-6,7-dimethoxy-quinazolin-2-yl)-piperidin-4-ylamino]-benzoic acid tert-butyl ester). Run in Cl (HCl). Reaction conditions: temperature 25 celsius, time 12 hour. The product is NC1=NC(=NC2=CC(=C(C=C12)OC)OC)N1CCC(CC1)NC1=CC=C(C(=O)O)C=C1 (4-[1-(4-Amino-6,7-dimethoxyquinazolin-2-yl)piperidin-4-ylamino]benzoic acid). The yield is 106.8%. Reaction SMILES: C([O:5][C:6](=[O:35])[C:7]1[CH:12]=[CH:11][C:10]([NH:13][CH:14]2[CH2:19][CH2:18][N:17]([C:20]3[N:29]=[C:28]([NH2:30])[C:27]4[C:22](=[CH:23][C:24]([O:33][CH3:34])=[C:25]([O:31][CH3:32])[CH:26]=4)[N:21]=3)[CH2:16][CH2:15]2)=[CH:9][CH:8]=1)(C)(C)C>Cl>[NH2:30][C:28]1[C:27]2[C:22](=[CH:23][C:24]([O:33][CH3:34])=[C:25]([O:31][CH3:32])[CH:26]=2)[N:21]=[C:20]([N:17]2[CH2:18][CH2:19][CH:14]([NH:13][C:10]3[CH:11]=[CH:12][C:7]([C:6]([OH:35])=[O:5])=[CH:8][CH:9]=3)[CH2:15][CH2:16]2)[N:29]=1. Reported procedure: A solution of 4-[1-(4-Amino-6,7-dimethoxy-quinazolin-2-yl)-piperidin-4-ylamino]-benzoic acid tert-butyl ester (5) (0.55 g, 1.15 mmol) in HCl (10 mL, 1M in 1,4-dioxane) was capped with a drying tube and stirred at 25° C. for 12 h. The reaction mixture was concentrated to give a pale yellow solid residue (0.52 g, 91.3%); 1H NMR (DMSO) δ 12.08 (br s, 2H), 8.85 (br s, 1H), 8.64 (br s, 1H), 7.73 (s, 1H), 7.67 (d, 2H, J=8.7), 7.48 (s, 1H), 6.65 (d, 2H, J=8.8), 6.47 (br s, 1H), 4.51 (d, 2H, J=13.2), 3.... Reactants: CCOC(C)=O, CO, COC(=O)c1nc(Cl)cnc1Cl, [Na+], [OH-], O. Product: O=C(O)c1nc(Cl)cnc1Cl. RXN SMILES: [CH3:15][CH2:16][O:17][C:18](=[O:19])[CH3:20].[CH3:22][OH:23].[Cl:1][c:2]1[c:3]([C:9](=[O:10])[O:11][CH3:12])[n:4][c:5]([Cl:8])[cH:6][n:7]1.[Na+:14].[OH-:13].[OH2:21]>>[Cl:1][c:2]1[c:3]([C:9](=[O:10])[OH:11])[n:4][c:5]([Cl:8])[cH:6][n:7]1.